This data is from the Open Reaction Database (ORD), a public repository of structured organic reaction records. The task is: describe an organic reaction: reactants, conditions, products, and yield Starting materials: CC(C)(C)OC(=O)N1CCN(c2cccc3c2NC(=O)CC3)CC1, C1CCOC1, CC(C)(C)[O-], CI, [K+]. Yields the product CN1C(=O)CCc2cccc(N3CCN(C(=O)OC(C)(C)C)CC3)c21. Reaction SMILES: [C:1]([CH3:2])([CH3:3])([CH3:4])[O:5][C:6](=[O:7])[N:8]1[CH2:9][CH2:10][N:11]([c:14]2[cH:15][cH:16][cH:17][c:18]3[c:23]2[NH:22][C:21](=[O:24])[CH2:20][CH2:19]3)[CH2:12][CH2:13]1.[CH2:33]1[O:34][CH2:35][CH2:36][CH2:37]1.[CH3:25][C:26]([CH3:27])([O-:28])[CH3:29].[CH3:31][I:32].[K+:30]>>[C:1]([CH3:2])([CH3:3])([CH3:4])[O:5][C:6](=[O:7])[N:8]1[CH2:9][CH2:10][N:11]([c:14]2[cH:15][cH:16][cH:17][c:18]3[c:23]2[N:22]([CH3:25])[C:21](=[O:24])[CH2:20][CH2:19]3)[CH2:12][CH2:13]1. Starting materials: CO, COC(=O)c1cc(CO)cc([N+](=O)[O-])c1, [Pd]. Yields the product COC(=O)c1cc(N)cc(CO)c1. Reaction SMILES: [CH3:16][OH:17].[OH:1][CH2:2][c:3]1[cH:4][c:5]([C:6](=[O:7])[O:8][CH3:9])[cH:10][c:11]([N+:13]([O-:14])=[O:15])[cH:12]1.[Pd:18]>>[OH:1][CH2:2][c:3]1[cH:4][c:5]([C:6](=[O:7])[O:8][CH3:9])[cH:10][c:11]([NH2:13])[cH:12]1. Starting materials: BrC1=C(C=CC=C1)CC(=O)O (2-bromophenylacetic acid), BrC1=C(N)C(=CC=C1)Br (2,6-dibromoaniline). The product is BrC1=C(C(=CC=C1)Br)NC1=C(C=CC=C1)CC(=O)O (2-[(2,6-dibromophenyl)amino]phenylacetic acid). RXN SMILES: Br[C:2]1[CH:7]=[CH:6][CH:5]=[CH:4][C:3]=1[CH2:8][C:9]([OH:11])=[O:10].[Br:12][C:13]1[CH:19]=[CH:18][CH:17]=[C:16]([Br:20])[C:14]=1[NH2:15]>>[Br:12][C:13]1[CH:19]=[CH:18][CH:17]=[C:16]([Br:20])[C:14]=1[NH:15][C:2]1[CH:7]=[CH:6][CH:5]=[CH:4][C:3]=1[CH2:8][C:9]([OH:11])=[O:10]. Reported procedure: In the manner described in example 3, 2-bromophenylacetic acid is condensed with 2,6-dibromoaniline to yield 2-[(2,6-dibromophenyl)amino]phenylacetic acid. Starting materials: [BH4-], Cn1c(=O)c2c(nc(N3CCN(C(=O)OC(C)(C)C)CC3)n2-c2ccccc2C=O)n(C)c1=O, CCO, CCOC(C)=O, [Na+], C1CCOC1. Product: Cn1c(=O)c2c(nc(N3CCN(C(=O)OC(C)(C)C)CC3)n2-c2ccccc2CO)n(C)c1=O. Reaction SMILES: [BH4-:35].[C:1]([CH3:2])([CH3:3])([CH3:4])[O:5][C:6](=[O:7])[N:8]1[CH2:9][CH2:10][N:11]([c:14]2[n:15][c:16]3[n:17]([CH3:34])[c:18](=[O:33])[n:19]([CH3:32])[c:20](=[O:31])[c:21]3[n:22]2-[c:23]2[c:24]([CH:29]=[O:30])[cH:25][cH:26][cH:27][cH:28]2)[CH2:12][CH2:13]1.[CH3:42][CH2:43][OH:44].[CH3:45][CH2:46][O:47][C:48](=[O:49])[CH3:50].[Na+:36].[O:37]1[CH2:38][CH2:39][CH2:40][CH2:41]1>>[C:1]([CH3:2])([CH3:3])([CH3:4])[O:5][C:6](=[O:7])[N:8]1[CH2:9][CH2:10][N:11]([c:14]2[n:15][c:16]3[n:17]([CH3:34])[c:18](=[O:33])[n:19]([CH3:32])[c:20](=[O:31])[c:21]3[n:22]2-[c:23]2[c:24]([CH2:29][OH:30])[cH:25][cH:26][cH:27][cH:28]2)[CH2:12][CH2:13]1.